From a dataset of the Open Reaction Database (ORD), a public repository of structured organic reaction records. describe an organic reaction: reactants, conditions, products, and yield Starting materials: O1C(=NC2=C1C=CC=C2)N[C@@H]2C[C@H](N(C2)C(=O)OC(C)(C)C)C(=O)O ((2S,4R)-4-(2-Benzoxazolyl)amino-1-tert-butoxycarbonylpyrrolidine-2-carboxylic acid), Cl.C(#N)[C@H]1NCCC1 ((S)-2-cyanopyrrolidine hydrochloride). Solvent: CN(C)C=O (DMF). The product is Cl.O1C(=NC2=C1C=CC=C2)N[C@@H]2C[C@H](NC2)C(=O)N2[C@@H](CCC2)C#N ((S)-1-[(2S,4R)-4-(2-benzoxazolyl)amino-2-pyrrolidinylcarbonyl]-2-cyanopyrrolidine hydrochloride). Reaction SMILES: [O:1]1[C:5]2[CH:6]=[CH:7][CH:8]=[CH:9][C:4]=2[N:3]=[C:2]1[NH:10][C@H:11]1[CH2:15][N:14](C(OC(C)(C)C)=O)[C@H:13]([C:23]([OH:25])=O)[CH2:12]1.[ClH:26].[C:27]([C@@H:29]1[CH2:33][CH2:32][CH2:31][NH:30]1)#[N:28]>CN(C=O)C>[ClH:26].[O:1]1[C:5]2[CH:6]=[CH:7][CH:8]=[CH:9][C:4]=2[N:3]=[C:2]1[NH:10][C@H:11]1[CH2:15][NH:14][C@H:13]([C:23]([N:30]2[CH2:31][CH2:32][CH2:33][C@H:29]2[C:27]#[N:28])=[O:25])[CH2:12]1 |f:1.2,4.5|. Procedure: (2S,4R)-4-(2-Benzoxazolyl)amino-1-tert-butoxycarbonylpyrrolidine-2-carboxylic acid (title compound of Reference Example 6, 1.0 g) and (S)-2-cyanopyrrolidine hydrochloride (0.38 g) were dissolved in DMF (10 mL), and triethylamine (0.81 mL), HOBT (0.49 g) and EDC hydrochloride (0.61 g) were successively added thereto. The mixture was stirred at room temperature for 15 hr. Water was added to the reaction mixture, and mixture was extracted with ethyl acetate. The extract was dried and the residue wa...